Dataset: the Open Reaction Database (ORD), a public repository of structured organic reaction records. Task: describe an organic reaction: reactants, conditions, products, and yield The reactants are CCO, CC(OC1CCCCO1)C(=O)c1ccc(F)cc1F, Cc1ccc(S(=O)(=O)[O-])cc1, c1cc[nH+]cc1. Product: CC(O)C(=O)c1ccc(F)cc1F. Reaction SMILES: [CH3:37][CH2:38][OH:39].[F:1][c:2]1[c:3]([C:9]([CH:10]([CH3:11])[O:12][CH:13]2[CH2:14][CH2:15][CH2:16][CH2:17][O:18]2)=[O:19])[cH:4][cH:5][c:6]([F:8])[cH:7]1.[c:20]1([CH3:21])[cH:22][cH:23][c:24]([S:25]([O-:26])(=[O:27])=[O:28])[cH:29][cH:30]1.[nH+:31]1[cH:32][cH:33][cH:34][cH:35][cH:36]1>>[F:1][c:2]1[c:3]([C:9]([CH:10]([CH3:11])[OH:12])=[O:19])[cH:4][cH:5][c:6]([F:8])[cH:7]1. Starting materials: CC(C)c1ccc(C#N)c([N+](=O)[O-])c1, [Na+], [OH-], O. The product is CC(C)c1ccc(C(=O)O)c([N+](=O)[O-])c1. Reaction SMILES: [CH:1]([CH3:2])([CH3:3])[c:4]1[cH:5][c:6]([N+:12](=[O:13])[O-:14])[c:7]([C:8]#[N:9])[cH:10][cH:11]1.[Na+:16].[OH-:15].[OH2:17]>>[CH:1]([CH3:2])([CH3:3])[c:4]1[cH:5][c:6]([N+:12](=[O:13])[O-:14])[c:7]([C:8](=[O:15])[OH:17])[cH:10][cH:11]1. Reactants: C(=O)(OCC)C=1OC2=C(C(C1)=O)C=CC(=C2)O (2-carboethoxy-7-hydroxy4-oxo-4H-l-benzopyran), ClCC=1C=C(OCC2=NC3=CC=CC=C3C=C2)C=CC1 (2-(3-chloromethylphenoxy)methylquinoline), C([O-])([O-])=O.[K+].[K+] (potassium carbonate). Run in CN(C=O)C (dimethylformamide), CC(=O)C (acetone). Yields the product O=C1C=COC2=C1C=CC=C2 (4-oxo-4H-1-benzopyran). RXN SMILES: C([C:6]1[O:7][C:8]2[CH:16]=[C:15](O)[CH:14]=[CH:13][C:9]=2[C:10](=[O:12])[CH:11]=1)(OCC)=O.ClCC1C=C(C=CC=1)OCC1C=CC2C(=CC=CC=2)N=1.C(=O)([O-])[O-].[K+].[K+]>CN(C)C=O.CC(C)=O>[O:12]=[C:10]1[C:9]2[CH:13]=[CH:14][CH:15]=[CH:16][C:8]=2[O:7][CH:6]=[CH:11]1 |f:2.3.4|. Reported procedure: A mixture of l.5 g (6.41 mmoles) of 2-carboethoxy-7-hydroxy4-oxo-4H-l-benzopyran, l.82 g (6.41 mmoles) of 2-(3-chloromethylphenoxy)methylquinoline and 0.886 g of potassium carbonate in 12 ml of dimethylformamide and 96 ml of acetone is refluxed for 2 days, cooled, concentrated in vacuo and the residue taken up in water and is extracted into ethyl acetate. The solution is concentrated and the crude product is recrystallized from ethyl acetate to give 0.585 g of 2-carboethoxy-7-(3-quinolin-2-ylmet...